The task is: describe an organic reaction: reactants, conditions, products, and yield. This data is from the Open Reaction Database (ORD), a public repository of structured organic reaction records. Reactants: C(CCC)[Li] (n-butyllithium), ClC1=C(C(=NC2=CC=C(C=C12)I)OC)CC1=CC=C(N(C)C)C=C1 (4-((4-chloro-6-iodo-2-methoxyquinolin-3-yl)methyl)-N,N-dimethylaniline), ClC1=C(C(=NC2=CC=C(C=C12)I)OC)CC1=CC=C(N(C)C)C=C1 (4-((4-chloro-6-iodo-2-methoxyquinolin-3-yl)methyl)-N,N-dimethylaniline), CC1=NC(=CC=C1C(=O)C1=CN=NN1C)C ((2,6-dimethylpyridin-3-yl)(1-methyl-1H-1,2,3-triazol-5-yl)methanone), CC1=NC(=CC=C1C(=O)C1=CN=NN1C)C ((2,6-dimethylpyridin-3-yl)(1-methyl-1H-1,2,3-triazol-5-yl)methanone). The solvent is C1CCOC1 (THF), C1CCOC1 (THF). Run at time 2 minute. Product: ClC1=C(C(=NC2=CC=C(C=C12)C(O)(C1=CN=NN1C)C=1C(=NC(=CC1)C)C)OC)CC1=CC=C(C=C1)N(C)C ((4-Chloro-3-(4-(dimethylamino)benzyl)-2-methoxyquinolin-6-yl)(2,6-dimethylpyridin-3-yl)(1-methyl-1H-1,2,3-triazol-5-yl)methanol). Reaction SMILES: C([Li])CCC.[Cl:6][C:7]1[C:16]2[C:11](=[CH:12][CH:13]=[C:14](I)[CH:15]=2)[N:10]=[C:9]([O:18][CH3:19])[C:8]=1[CH2:20][C:21]1[CH:29]=[CH:28][C:24]([N:25]([CH3:27])[CH3:26])=[CH:23][CH:22]=1.[CH3:30][C:31]1[C:36]([C:37]([C:39]2[N:43]([CH3:44])[N:42]=[N:41][CH:40]=2)=[O:38])=[CH:35][CH:34]=[C:33]([CH3:45])[N:32]=1>C1COCC1>[Cl:6][C:7]1[C:16]2[C:11](=[CH:12][CH:13]=[C:14]([C:37]([C:36]3[C:31]([CH3:30])=[N:32][C:33]([CH3:45])=[CH:34][CH:35]=3)([C:39]3[N:43]([CH3:44])[N:42]=[N:41][CH:40]=3)[OH:38])[CH:15]=2)[N:10]=[C:9]([O:18][CH3:19])[C:8]=1[CH2:20][C:21]1[CH:29]=[CH:28][C:24]([N:25]([CH3:27])[CH3:26])=[CH:23][CH:22]=1. Reported procedure: A solution of n-butyllithium (2.5 M in hexanes, 0.27 mL, 0.66 mmol) was added dropwise by syringe to a stirring solution of 4-((4-chloro-6-iodo-2-methoxyquinolin-3-yl)methyl)-N,N-dimethylaniline (300 mg, 0.663 mmol, Intermediate 24: step c) in dry THF (5 mL) at −78° C. After 2 minutes, a solution of (2,6-dimethylpyridin-3-yl)(1-methyl-1H-1,2,3-triazol-5-yl)methanone (143 mg, 0.663 mmol, Intermediate 19: step b) in dry THF (1 mL) was added dropwise by syringe. After 3 minutes, the flask was remov... Reactants: FC(C1=CC(=NC=2N1N=CC2C(=O)O)C2=CC=C(C=C2)C(F)(F)F)F (7-difluoromethyl-5-(4-trifluoromethyl-phenyl)-pyrazolo[1,5-a]pyrimidine-3-carboxylic acid), FC(S(=O)(=O)C=1C=C(C=CC1)N)(F)F (3-trifluoromethanesulfonyl-phenylamine). Yields the product FC(S(=O)(=O)C=1C=C(C=CC1)NC(=O)C=1C=NN2C1N=C(C=C2C(F)F)C2=CC=C(C=C2)C(F)(F)F)(F)F (7-Difluoromethyl-5-(4-trifluoromethyl-phenyl)-pyrazolo[1,5-a]pyrimidine-3-carboxylic acid(3-trifluoromethanesulfonyl-phenyl)-amide). Reaction SMILES: [F:1][CH:2]([F:25])[C:3]1[N:8]2[N:9]=[CH:10][C:11]([C:12]([OH:14])=O)=[C:7]2[N:6]=[C:5]([C:15]2[CH:20]=[CH:19][C:18]([C:21]([F:24])([F:23])[F:22])=[CH:17][CH:16]=2)[CH:4]=1.[F:26][C:27]([F:39])([F:38])[S:28]([C:31]1[CH:32]=[C:33]([NH2:37])[CH:34]=[CH:35][CH:36]=1)(=[O:30])=[O:29]>>[F:38][C:27]([F:26])([F:39])[S:28]([C:31]1[CH:32]=[C:33]([NH:37][C:12]([C:11]2[CH:10]=[N:9][N:8]3[C:3]([CH:2]([F:1])[F:25])=[CH:4][C:5]([C:15]4[CH:16]=[CH:17][C:18]([C:21]([F:24])([F:22])[F:23])=[CH:19][CH:20]=4)=[N:6][C:7]=23)=[O:14])[CH:34]=[CH:35][CH:36]=1)(=[O:29])=[O:30]. Procedure details: The title compound was prepared from 7-difluoromethyl-5-(4-trifluoromethyl-phenyl)-pyrazolo[1,5-a]pyrimidine-3-carboxylic acid (example C.1) and 3-trifluoromethanesulfonyl-phenylamine [commercially available] according to general procedure II. Yellow solid. MS (ISP) 565.3 [(M+H)+]; mp 207° C.